Dataset: the Open Reaction Database (ORD), a public repository of structured organic reaction records. Task: describe an organic reaction: reactants, conditions, products, and yield Starting materials: BrC(C(=O)OC)(C)C (methyl 2-bromo-2-methylpropanoate), O.Cl.N1CCC(CC1)=O (4-piperidone hydrochloride monohydrate), C(C)#N (acetonitrile), C([O-])([O-])=O.[K+].[K+] (potassium carbonate). The solvent is C(C)OCC (diethyl ether). Run at time 17.5 hour. The product is CC(C(=O)OC)(C)N1CCC(CC1)=O (Methyl 2-methyl-2-(4-oxo-1-piperidinyl)propanoate). RXN SMILES: Br[C:2]([CH3:8])([CH3:7])[C:3]([O:5][CH3:6])=[O:4].O.Cl.[NH:11]1[CH2:16][CH2:15][C:14](=[O:17])[CH2:13][CH2:12]1.C(#N)C.C(=O)([O-])[O-].[K+].[K+]>C(OCC)C>[CH3:7][C:2]([N:11]1[CH2:16][CH2:15][C:14](=[O:17])[CH2:13][CH2:12]1)([CH3:8])[C:3]([O:5][CH3:6])=[O:4] |f:1.2.3,5.6.7|. Procedure details: A mixture of methyl 2-bromo-2-methylpropanoate (80.87 ml, 5 equiv), 4-piperidone hydrochloride monohydrate (19.6 g, 1 equiv), acetonitrile (200 ml) and potassium carbonate (69.1 g, 4 equiv) was heated at reflux under nitrogen with mechanical stirring for 17.5 h then cooled in an ice bath before adding diethyl ether (100 ml). Filtration through celite followed by flash chromatography (silica, 10-50% ethyl acetate in hexane) and evaporation of the product fractions gave the desired product as a ye... Starting materials: Cl (HCl), NCCC[C@H]1C(N(CCN1C([C@H](CC1=CC=C(C=C1)OC)NC(=O)OCC1=CC=CC=C1)=O)CC(=O)O)=O ((S,S)-3-(3-aminopropyl)-4-[2-benzyloxycarbonylamino-3-(4-methoxyphenyl)propionyl]-2-oxopiperazine-1-acetic acid), [H][H] (hydrogen), C(O)([O-])=O.[Na+] (sodium hydrogencarbonate), O=C1C2C3C=CC(C2C(N1OC(C1=CC=C(C=C1)NC(=N)N)=O)=O)C3 (4-guanidinobenzoic acid 3,5-dioxo-4-azatricyclo[5,2,1,0 2,6]deca-8-en-4-ylester). Reagents/catalysts: [Pd] (Pd-C). The solvent is O1CCOCC1 (dioxane), O (water), CO (methanol). Conditions: time 1 hour. Yields the product Cl.N(C(=N)N)C1=CC=C(C(=O)N[C@H](C(=O)N2[C@H](C(N(CC2)CC(=O)O)=O)CCCNC(C2=CC=C(C=C2)NC(=N)N)=O)CC2=CC=C(C=C2)OC)C=C1 ((S,S)-4-[2-(4-guanidinobenzoyl)amino-3-(4-methoxyphenyl)propionyl)-3-[3-(4-guanidinobenzoyl)aminopropyl]-2-oxopiperazine-1-acetic acid hydrochloride). RXN SMILES: [NH2:1][CH2:2][CH2:3][CH2:4][C@@H:5]1[N:10]([C:11](=[O:33])[C@@H:12]([NH:22][C:23](OCC2C=CC=CC=2)=[O:24])[CH2:13][C:14]2[CH:19]=[CH:18][C:17]([O:20][CH3:21])=[CH:16][CH:15]=2)[CH2:9][CH2:8][N:7]([CH2:34][C:35]([OH:37])=[O:36])[C:6]1=[O:38].[H][H].C(=O)([O-])O.[Na+].O=C1N(O[C:57](=[O:68])[C:58]2[CH:63]=[CH:62][C:61]([NH:64][C:65]([NH2:67])=[NH:66])=[CH:60][CH:59]=2)C(=O)C2C1C1CC2C=C1.[ClH:71]>CO.O1CCOCC1.O.[Pd]>[ClH:71].[NH:64]([C:61]1[CH:62]=[CH:63][C:58]([C:23]([NH:22][C@@H:12]([CH2:13][C:14]2[CH:15]=[CH:16][C:17]([O:20][CH3:21])=[CH:18][CH:19]=2)[C:11]([N:10]2[CH2:9][CH2:8][N:7]([CH2:34][C:35]([OH:37])=[O:36])[C:6](=[O:38])[C@@H:5]2[CH2:4][CH2:3][CH2:2][NH:1][C:57](=[O:68])[C:58]2[CH:59]=[CH:60][C:61]([NH:64][C:65]([NH2:67])=[NH:66])=[CH:62][CH:63]=2)=[O:33])=[O:24])=[CH:59][CH:60]=1)[C:65]([NH2:67])=[NH:66] |f:2.3,10.11|. Procedure details: In 5 ml of methanol was dissolved 250 mg of (S,S)-3-(3-aminopropyl)-4-[2-benzyloxycarbonylamino-3-(4-methoxyphenyl)propionyl]-2-oxopiperazine-1-acetic acid produced in Reference Example 77. To the solution was added 100 mg of 10% Pd-C, and the mixture was stirred for one hour at room temperature in a hydrogen atmosphere. The catalyst was filtered off, and the filtrate was concentrated under reduced pressure to leave an oily substance. The oily substance was dissolved in a mixture of 10 ml of dio... The reactants are C1CCOC1, O, COC(=O)c1cccc(O)c1, OCCCN(Cc1cccc(C(F)(F)F)c1Cl)CC(c1ccccc1)c1ccccc1, c1ccc(P(c2ccccc2)c2ccccc2)cc1. Product: COC(=O)c1cccc(OCCCN(Cc2cccc(C(F)(F)F)c2Cl)CC(c2ccccc2)c2ccccc2)c1. Reaction SMILES: [CH2:62]1[O:63][CH2:64][CH2:65][CH2:66]1.[OH2:67].[OH:32][c:33]1[cH:34][c:35]([C:36](=[O:37])[O:38][CH3:39])[cH:40][cH:41][cH:42]1.[c:1]1([CH:7]([CH2:8][N:9]([CH2:10][c:11]2[c:12]([Cl:21])[c:13]([C:17]([F:18])([F:19])[F:20])[cH:14][cH:15][cH:16]2)[CH2:22][CH2:23][CH2:24][OH:25])[c:26]2[cH:27][cH:28][cH:29][cH:30][cH:31]2)[cH:2][cH:3][cH:4][cH:5][cH:6]1.[c:43]1([P:44]([c:45]2[cH:46][cH:47][cH:48][cH:49][cH:50]2)[c:51]2[cH:52][cH:53][cH:54][cH:55][cH:56]2)[cH:57][cH:58][cH:59][cH:60][cH:61]1>>[c:1]1([CH:7]([CH2:8][N:9]([CH2:10][c:11]2[c:12]([Cl:21])[c:13]([C:17]([F:18])([F:19])[F:20])[cH:14][cH:15][cH:16]2)[CH2:22][CH2:23][CH2:24][O:25][c:33]2[cH:34][c:35]([C:36](=[O:37])[O:38][CH3:39])[cH:40][cH:41][cH:42]2)[c:26]2[cH:27][cH:28][cH:29][cH:30][cH:31]2)[cH:2][cH:3][cH:4][cH:5][cH:6]1. Reactants: O=C([O-])[O-], CC(=O)Nc1cc(C(=O)O)ccc1Cl, [K+], [K+], CN(C)C=O, CCOS(=O)(=O)OCC. Product: CCOC(=O)c1ccc(Cl)c(NC(C)=O)c1. As a reaction SMILES: [C:15](=[O:16])([O-:17])[O-:18].[C:1]([CH3:2])(=[O:3])[NH:4][c:5]1[cH:6][c:7]([C:8](=[O:9])[OH:10])[cH:11][cH:12][c:13]1[Cl:14].[K+:19].[K+:20].[O:30]=[CH:31][N:32]([CH3:33])[CH3:34].[S:21]([O:22][CH2:23][CH3:24])([O:27][CH2:25][CH3:26])(=[O:28])=[O:29]>>[C:1]([CH3:2])(=[O:3])[NH:4][c:5]1[cH:6][c:7]([C:8](=[O:9])[O:10][CH2:25][CH3:26])[cH:11][cH:12][c:13]1[Cl:14]. As a reaction SMILES: [CH3:1][n:2]1[n:3][cH:4][cH:5][c:6]1-[c:7]1[cH:8][c:9]([NH2:23])[cH:10][cH:11][c:12]1[O:13][CH2:14][CH2:15][N:16]1[CH2:17][CH2:18][O:19][CH2:20][CH2:21][CH2:22]1.[CH3:46][S:47]([CH3:48])=[O:49].[CH:24]([N:25]([CH2:26][CH3:27])[CH:28]([CH3:29])[CH3:30])([CH3:31])[CH3:32].[F:33][C:34]([c:35]1[cH:36][c:37]([C:38](=[O:39])[Cl:40])[cH:41][cH:42][cH:43]1)([F:44])[F:45]>>[CH3:1][n:2]1[n:3][cH:4][cH:5][c:6]1-[c:7]1[cH:8][c:9]([NH:23][C:38]([c:37]2[cH:36][c:35]([C:34]([F:33])([F:44])[F:45])[cH:43][cH:42][cH:41]2)=[O:39])[cH:10][cH:11][c:12]1[O:13][CH2:14][CH2:15][N:16]1[CH2:17][CH2:18][O:19][CH2:20][CH2:21][CH2:22]1. Reactants: Cn1nccc1-c1cc(N)ccc1OCCN1CCCOCC1, CS(C)=O, CCN(C(C)C)C(C)C, O=C(Cl)c1cccc(C(F)(F)F)c1. Product: Cn1nccc1-c1cc(NC(=O)c2cccc(C(F)(F)F)c2)ccc1OCCN1CCCOCC1. Reactants: OCCN1C(C2=CC=CC=C2C1)=O (2-(2-hydroxyethyl)isoindolinone), S(=O)(Cl)Cl (thionyl chloride). Run in C1(=CC=CC=C1)C (toluene). Run at temperature 20 celsius, time 3 hour. The product is ClCCN1C(C2=CC=CC=C2C1)=O (2-(2-Chloroethyl)isoindolinone). Yield: 91.5%. As a reaction SMILES: O[CH2:2][CH2:3][N:4]1[CH2:12][C:11]2[C:6](=[CH:7][CH:8]=[CH:9][CH:10]=2)[C:5]1=[O:13].S(Cl)([Cl:16])=O>C1(C)C=CC=CC=1>[Cl:16][CH2:2][CH2:3][N:4]1[CH2:12][C:11]2[C:6](=[CH:7][CH:8]=[CH:9][CH:10]=2)[C:5]1=[O:13]. Procedure details: To a solution of 2-(2-hydroxyethyl)isoindolinone (1.0 g, 5.64 mmol) in toluene (3.5 mL) was added thionyl chloride (1.34 g, 11.3 mmol). The reaction mixture was stirred at 20° C. for 3 h then 4 h at 60° C. The reaction mixture was concentrated in vacuo to remove excess thionyl chloride and toluene. 2-(2-Chloroethyl)isoindolinone (1.01 g, 92%) was obtained by flash chromatography on a silica gel column by elution with EtOAc/Hexanes a white solid. 1H NMR (CDCl3, 300 MHz) δ3.81 (t, 2H, J=5.5 Hz), 3... The reactants are FC=1C=C(N)C=CC1CC=1N(C(=C(C1)C)C(C1=CC=C(C=C1)Cl)=O)C (3-Fluoro-4-[5-(4-chlorobenzoyl)-1,4-dimethyl-1H-pyrrol-2-ylmethyl]aniline), C(C)(=O)[O-].[Na+] (sodium acetate). Reagents/catalysts: [Pd] (Pd/C). Run in C(C)O (ethanol). Conditions: time 8 hour. Yields the product FC=1C=C(N)C=CC1CC=1N(C(=C(C1)C)C(C1=CC=CC=C1)=O)C (3-fluoro-4-[5-benzoyl-1,4-dimethyl-1H-pyrrol-2-yl-methyl]aniline). Isolated yield 55.2%. RXN SMILES: [F:1][C:2]1[CH:3]=[C:4]([CH:6]=[CH:7][C:8]=1[CH2:9][C:10]1[N:11]([CH3:25])[C:12]([C:16](=[O:24])[C:17]2[CH:22]=[CH:21][C:20](Cl)=[CH:19][CH:18]=2)=[C:13]([CH3:15])[CH:14]=1)[NH2:5].C([O-])(=O)C.[Na+]>C(O)C.[Pd]>[F:1][C:2]1[CH:3]=[C:4]([CH:6]=[CH:7][C:8]=1[CH2:9][C:10]1[N:11]([CH3:25])[C:12]([C:16](=[O:24])[C:17]2[CH:22]=[CH:21][CH:20]=[CH:19][CH:18]=2)=[C:13]([CH3:15])[CH:14]=1)[NH2:5] |f:1.2|. Procedure details: 3-Fluoro-4-[5-(4-chlorobenzoyl)-1,4-dimethyl-1H-pyrrol-2-ylmethyl]aniline (5.0 g, 14.0 mmol), sodium acetate (1.15 g, 14 mmol) and 10% Pd/C (475 mg) were suspended in ethanol (230 ml). The reaction mixture was shaken in a Parr apparatus under hydrogen atmosphere at 30 psi overnight. The mixture was filtered through Celite® and the filtrate was evaporated to dryness. The crude product was purified on a silica gel column (methylene chloride-methanol, 99:1) and then crystallized from ethyl acetate/...